describe an organic reaction: reactants, conditions, products, and yield From a dataset of the Open Reaction Database (ORD), a public repository of structured organic reaction records. Reactants: NC=1C(C(=CC=CC1)OC1=CC=CC=C1)=O (2-amino-7-phenoxy-2,4.6-cycloheptatrien-1-one), N (ammonia), CO (methanol). Reaction conditions: temperature 80 celsius. The product is NC=1C(C=CC=C(C1)OC)=O (2-amino-4-methoxy-2,4,6-cycloheptatrien-1-one). As a reaction SMILES: [NH2:1][C:2]1[C:3](=O)[C:4]([O:9][C:10]2C=CC=CC=2)=[CH:5][CH:6]=[CH:7][CH:8]=1.N.C[OH:19]>>[NH2:1][C:2]1[C:8](=[O:19])[CH:7]=[CH:6][CH:5]=[C:4]([O:9][CH3:10])[CH:3]=1. Procedure: A solution of 2,4-dimethoxy-2,4,6-cycloheptatrien-1-one [described above in (b),2.4 g] in methanol (70 ml) is cooled to -25° C and saturated with ammonia gas. The solution is heated in a pressure bottle at 80° C for 4 hours and cooled to -70° C. The pressure bottle is opened and the solvent is evaporated to give 2-amino-4-methoxy-2,4,6-cycloheptatrien-1-one. Starting materials: CCCCOCCOc1ccc(OB([O-])[O-])cc1, CCOCCN1CCC(C(=O)Nc2ccc(CN(C)C3CCOCC3)cc2)=Cc2cc(Br)ccc21, O=C([O-])[O-], CCO, [K+], [K+], O, O, Cc1ccccc1. Product: CCCCOCCOc1ccc(-c2ccc3c(c2)C=C(C(=O)Nc2ccc(CN(C)C4CCOCC4)cc2)CCN3CCOCC)cc1. RXN SMILES: [B:36]([O-:37])([O-:52])[O:53][c:38]1[cH:39][cH:40][c:41]([O:44][CH2:45][CH2:46][O:47][CH2:48][CH2:49][CH2:50][CH3:51])[cH:42][cH:43]1.[Br:1][c:2]1[cH:3][cH:4][c:5]2[c:6]([cH:35]1)[CH:7]=[C:8]([C:17](=[O:18])[NH:19][c:20]1[cH:21][cH:22][c:23]([CH2:26][N:27]([CH:28]3[CH2:29][CH2:30][O:31][CH2:32][CH2:33]3)[CH3:34])[cH:24][cH:25]1)[CH2:9][CH2:10][N:11]2[CH2:12][CH2:13][O:14][CH2:15][CH3:16].[C:54](=[O:55])([O-:56])[O-:57].[CH2:62]([OH:63])[CH3:64].[K+:58].[K+:59].[OH2:60].[OH2:61].[c:65]1([CH3:66])[cH:67][cH:68][cH:69][cH:70][cH:71]1>>[c:2]1(-[c:38]2[cH:39][cH:40][c:41]([O:44][CH2:45][CH2:46][O:47][CH2:48][CH2:49][CH2:50][CH3:51])[cH:42][cH:43]2)[cH:3][cH:4][c:5]2[c:6]([cH:35]1)[CH:7]=[C:8]([C:17](=[O:18])[NH:19][c:20]1[cH:21][cH:22][c:23]([CH2:26][N:27]([CH:28]3[CH2:29][CH2:30][O:31][CH2:32][CH2:33]3)[CH3:34])[cH:24][cH:25]1)[CH2:9][CH2:10][N:11]2[CH2:12][CH2:13][O:14][CH2:15][CH3:16].